From a dataset of the Open Reaction Database (ORD), a public repository of structured organic reaction records. describe an organic reaction: reactants, conditions, products, and yield Reported procedure: Starting materials: 1-(3-methoxy-4-nitrophenyl)piperidin-4-one (INTERMEDIATE 18) and 2-aminoethanol. m/z 296. Yields the product COC=1C=C(C=CC1[N+](=O)[O-])N1CCC(CC1)NCCO (2-(1-(3-Methoxy-4-nitrophenyl)piperidin-4-ylamino)ethanol). Reaction SMILES: [CH3:1][O:2][C:3]1[CH:4]=[C:5]([N:12]2[CH2:17][CH2:16][C:15](=O)[CH2:14][CH2:13]2)[CH:6]=[CH:7][C:8]=1[N+:9]([O-:11])=[O:10].[NH2:19][CH2:20][CH2:21][OH:22]>>[CH3:1][O:2][C:3]1[CH:4]=[C:5]([N:12]2[CH2:17][CH2:16][CH:15]([NH:19][CH2:20][CH2:21][OH:22])[CH2:14][CH2:13]2)[CH:6]=[CH:7][C:8]=1[N+:9]([O-:11])=[O:10]. The reactants are COC=1C=C(C=CC1[N+](=O)[O-])N1CCC(CC1)=O (1-(3-Methoxy-4-nitrophenyl)piperidin-4-one), COC=1C=C(C=CC1[N+](=O)[O-])N1CCC(CC1)=O (1-(3-Methoxy-4-nitrophenyl)piperidin-4-one), NCCO (2-aminoethanol). Starting materials: CC1=CC=C(C=C1)C(C(C(=O)OCC)CC=C)=O (Ethyl 3-(4-methylphenyl)-3-oxo-2-(allyl)-propanoate), I(=O)(=O)(=O)[O-].[Na+] (sodium metaperiodate), CCOCC (ether), I(=O)(=O)(=O)[O-].[Na+] (sodium metaperiodate). The reagents and catalysts are [Os](=O)(=O)(=O)=O (osmium tetroxide), O=[Os](=O)(=O)=O (OsO4), O=[Os](=O)(=O)=O (OsO4). Solvent: O (water). Reaction conditions: time 24 hour. The product is C(=O)(OCC)C(CC=O)C(=O)C1=CC=C(C=C1)C (3-Carboethoxy-4-(4-methylphenyl)-4-(oxo)butanal). Isolated yield 87.0%. Reaction SMILES: [CH3:1][C:2]1[CH:7]=[CH:6][C:5]([C:8](=[O:18])[CH:9]([CH2:15][CH:16]=C)[C:10]([O:12][CH2:13][CH3:14])=[O:11])=[CH:4][CH:3]=1.I([O-])(=O)(=O)=[O:20].[Na+].CCOCC>[Os](=O)(=O)(=O)=O.O>[C:10]([CH:9]([C:8]([C:5]1[CH:6]=[CH:7][C:2]([CH3:1])=[CH:3][CH:4]=1)=[O:18])[CH2:15][CH:16]=[O:20])([O:12][CH2:13][CH3:14])=[O:11] |f:1.2|. Procedure: Ethyl 3-(4-methylphenyl)-3-oxo-2-(allyl)-propanoate (74.21 g, 301 mmol, 1.0 eq), osmium tetroxide (100 mg, cat.), sodium metaperiodate (141.8 g, 663 mmol, 2.2 eq), ether (500 mL) and water (1 L) were mixed and stirred at room temperature. After 24 hours, an additional 110 mg of OsO4 was added and after another 24 hours, 200 mg more of OsO4 was added together with sodium metaperiodate (190 g, 888 mmol, 3.0 eq). After 4 days, the layers were separated and the ether layer washed with aqueous sodium...